This data is from the Open Reaction Database (ORD), a public repository of structured organic reaction records. The task is: describe an organic reaction: reactants, conditions, products, and yield Reactants: COC(=O)c1ccc(COCc2cccnc2)cc1-c1ccccc1, CO, [Li+], [OH-]. Yields the product O=C(O)c1ccc(COCc2cccnc2)cc1-c1ccccc1. As a reaction SMILES: [CH3:1][O:2][C:3]([c:4]1[c:5](-[c:19]2[cH:20][cH:21][cH:22][cH:23][cH:24]2)[cH:6][c:7]([CH2:10][O:11][CH2:12][c:13]2[cH:14][n:15][cH:16][cH:17][cH:18]2)[cH:8][cH:9]1)=[O:25].[CH3:28][OH:29].[Li+:26].[OH-:27]>>[O:2]=[C:3]([c:4]1[c:5](-[c:19]2[cH:20][cH:21][cH:22][cH:23][cH:24]2)[cH:6][c:7]([CH2:10][O:11][CH2:12][c:13]2[cH:14][n:15][cH:16][cH:17][cH:18]2)[cH:8][cH:9]1)[OH:25]. Reactants: C(C)(C)(C)C1=CC=C(C=C1)S(=O)(=O)NC1=NC(=NC(=C1OC1=C(C=CC=C1)OC)OCCN)SC (4-tert.-butyl-N-[6-(2-aminoethoxy)-5-(o-methoxyphenoxy)-2-methylsulfanyl-pyrimidin-4-yl]-benzenesulfonamide), C1(=CC=C(C=C1)S(=O)(=O)Cl)C (p-toluenesulfonylchloride). The product is C(C)(C)(C)C1=CC=C(C=C1)S(=O)(=O)NC1=NC(=NC(=C1OC1=C(C=CC=C1)OC)OCCNS(=O)(=O)C1=CC=C(C=C1)C)SC (4-tert.-butyl-N-[6-(2-p-toluenesulfonylamino-ethoxy)-5-(o-methoxyphenoxy)-2-methylsulfanyl-pyrimidin-4-yl]-benzenesulfonamide). The yield is 34.7%. RXN SMILES: [C:1]([C:5]1[CH:10]=[CH:9][C:8]([S:11]([NH:14][C:15]2[C:20]([O:21][C:22]3[CH:27]=[CH:26][CH:25]=[CH:24][C:23]=3[O:28][CH3:29])=[C:19]([O:30][CH2:31][CH2:32][NH2:33])[N:18]=[C:17]([S:34][CH3:35])[N:16]=2)(=[O:13])=[O:12])=[CH:7][CH:6]=1)([CH3:4])([CH3:3])[CH3:2].[C:36]1([CH3:46])[CH:41]=[CH:40][C:39]([S:42](Cl)(=[O:44])=[O:43])=[CH:38][CH:37]=1>>[C:1]([C:5]1[CH:10]=[CH:9][C:8]([S:11]([NH:14][C:15]2[C:20]([O:21][C:22]3[CH:27]=[CH:26][CH:25]=[CH:24][C:23]=3[O:28][CH3:29])=[C:19]([O:30][CH2:31][CH2:32][NH:33][S:42]([C:39]3[CH:40]=[CH:41][C:36]([CH3:46])=[CH:37][CH:38]=3)(=[O:44])=[O:43])[N:18]=[C:17]([S:34][CH3:35])[N:16]=2)(=[O:12])=[O:13])=[CH:7][CH:6]=1)([CH3:4])([CH3:2])[CH3:3]. Procedure: According to Example 36f) 2 g of 4-tert.-butyl-N-[6-(2-aminoethoxy)-5-(o-methoxyphenoxy)-2-methylsulfanyl-pyrimidin-4-yl]-benzenesulfonamide was reacted with 1.19 g p-toluenesulfonylchloride to give 0.9 g 4-tert.-butyl-N-[6-(2-p-toluenesulfonylamino-ethoxy)-5-(o-methoxyphenoxy)-2-methylsulfanyl-pyrimidin-4-yl]-benzenesulfonamide. LC-MS: tR=6.24 min, [M+1]+=673.34. The reactants are Cl.O1CCOCC1 (hydrogen chloride dioxane), compound, CN(C(SC1=C(C(=CC=C1)OC)OCOC)=S)C (3-methoxy-2-(methoxymethoxy)phenyl dimethyldithiocarbamate). Solvent: CO (methanol). Conditions: time 2 hour. Product: CN(C(SC1=C(C(=CC=C1)OC)O)=S)C (2-hydroxy-3-methoxyphenyl dimethyldithiocarbamate). The yield is 78.0%. Reaction SMILES: Cl.O1CCOCC1.[CH3:8][N:9]([CH3:25])[C:10](=[S:24])[S:11][C:12]1[CH:17]=[CH:16][CH:15]=[C:14]([O:18][CH3:19])[C:13]=1[O:20]COC>CO>[CH3:25][N:9]([CH3:8])[C:10](=[S:24])[S:11][C:12]1[CH:17]=[CH:16][CH:15]=[C:14]([O:18][CH3:19])[C:13]=1[OH:20] |f:0.1|. Reported procedure: 4 N hydrogen chloride/dioxane solution (50 mL) was added to a methanol (200 mL) solution of the compound (70.49 g) synthesized in the above (2), and stirred at room temperature for 2 hours. The reaction liquid was concentrated and extracted with chloroform. The organic layer was washed with saturated saline, then dried with sodium sulfate, and concentrated to obtain the intended compound (46.65 g, 78%) as a brown solid. Reactants: C([O-])([O-])=O.[Na+].[Na+] (Sodium carbonate), ClC=1C=C2[C@](CCSC2=C(C1)OC(F)F)(CO)O ((R)-6-Chloro-8-difluoromethoxy-4-hydroxy-4-hydroxymethylthiochromane). The reagents and catalysts are [Pt] (Pt/C). Solvent: O (H2O). Run at temperature 95 celsius, time 30 hour. Yields the product ClC=1C=C2[C@@](CCSC2=C(C1)OC(F)F)(O)C(=O)O ((R)-6-Chloro-8-difluoromethoxy-4-hydroxythiochromane-4-yl-carboxylic Acid). The yield is 74.9%. RXN SMILES: [C:1](=[O:4])([O-])[O-:2].[Na+].[Na+].[Cl:7][C:8]1[CH:9]=[C:10]2[C:15](=[C:16]([O:18][CH:19]([F:21])[F:20])[CH:17]=1)[S:14][CH2:13][CH2:12][C@:11]2([OH:24])CO>O.[Pt]>[Cl:7][C:8]1[CH:9]=[C:10]2[C:15](=[C:16]([O:18][CH:19]([F:20])[F:21])[CH:17]=1)[S:14][CH2:13][CH2:12][C@@:11]2([C:1]([OH:2])=[O:4])[OH:24] |f:0.1.2|. Reported procedure: Sodium carbonate (0.72 g, 6.7 mmol) and 5% Pt/C (1.50 g, 75% weight of reactant) were added to a solution of (R)-6-chloro-8-difluoromethoxy-4-hydroxy-4-hydroxymethylthiochromane (2.0 g, 6.7 mmol; from step (v) above) in H2O (180 mL). The mixture was vigorously stirred at ca. 95° C. for 20-40 h with air being directly bubbled into the reaction mixture. The reaction was cooled to room temperature and filtered through a pad of Celite with saturated Na2CO3 solution (ca. 100 mL). The resulting liquid... The reactants are CN(C(CC1=C(C=CC=C1)NC1=C(C(=C(C(=C1F)F)C1=CC=CC=C1)F)F)=O)C (N,N-dimethyl-2-(2′,3′,5′,6′-tetrafluoro-4′-phenylanilino)phenylacetamide), [OH-].[Na+] (NaOH). Solvent: CCO (EtOH), O (water), C(C)O (ethanol). The product is FC1=C(NC2=C(C=CC=C2)CC(=O)O)C(=C(C(=C1F)C1=CC=CC=C1)F)F (2-(2′,3′,5′,6′-Tetrafluoro-4′-phenylanilino)phenylacetic Acid). As a reaction SMILES: CN(C)[C:3](=[O:28])[CH2:4][C:5]1[CH:10]=[CH:9][CH:8]=[CH:7][C:6]=1[NH:11][C:12]1[C:17]([F:18])=[C:16]([F:19])[C:15]([C:20]2[CH:25]=[CH:24][CH:23]=[CH:22][CH:21]=2)=[C:14]([F:26])[C:13]=1[F:27].[OH-:30].[Na+]>CCO.O>[F:18][C:17]1[C:16]([F:19])=[C:15]([C:20]2[CH:25]=[CH:24][CH:23]=[CH:22][CH:21]=2)[C:14]([F:26])=[C:13]([F:27])[C:12]=1[NH:11][C:6]1[CH:7]=[CH:8][CH:9]=[CH:10][C:5]=1[CH2:4][C:3]([OH:30])=[O:28] |f:1.2|. Procedure details: A mixture of N,N-dimethyl-2-(2′,3′,5′,6′-tetrafluoro-4′-phenylanilino)phenylacetamide (2.7 g, 6.7 mmol) and NaOH (3.0 g, 72 mmol) in EtOH (100 mL) and water (20 mL) is heated at reflux temperature for 14 hours. After cooling to room temperature, most of the ethanol is removed by rotary evaporator. Ice water (250 mL) and ice cold Et2O (250 mL) are added and the organic phase is separated and washed with ice cold 1 N HCl (200 mL) and then brine (100 mL). The organic solution is dried (MgSO4) and e... The reactants are C(#N)C=1C=C(C=CC1)S(=O)(=O)NCCNC(OC(C)(C)C)=O (tert-butyl 2-(3-cyanophenylsulfonamido)-ethylcarbamate), C(#N)C=1C=C(C=CC1)S(=O)(=O)NCCNC(OC(C)(C)C)=O (tert-butyl 2-(3-cyanophenylsulfonamido)-ethylcarbamate), [H][H] (Hydrogen). The reagents and catalysts are [Pd] (palladium on carbon). Solvent: CO (methanol). Run at time 2 hour. Product: NCC=1C=C(C=CC1)S(=O)(=O)NCCNC(OC(C)(C)C)=O (tert-butyl 2-(3-(aminomethyl)phenylsulfonamido)-ethylcarbamate). Isolated yield 42.2%. Reaction SMILES: [C:1]([C:3]1[CH:4]=[C:5]([S:9]([NH:12][CH2:13][CH2:14][NH:15][C:16](=[O:22])[O:17][C:18]([CH3:21])([CH3:20])[CH3:19])(=[O:11])=[O:10])[CH:6]=[CH:7][CH:8]=1)#[N:2].[H][H]>CO.[Pd]>[NH2:2][CH2:1][C:3]1[CH:4]=[C:5]([S:9]([NH:12][CH2:13][CH2:14][NH:15][C:16](=[O:22])[O:17][C:18]([CH3:20])([CH3:19])[CH3:21])(=[O:10])=[O:11])[CH:6]=[CH:7][CH:8]=1. Procedure: To a mixture consisting of crude tert-butyl 2-(3-cyanophenylsulfonamido)-ethylcarbamate (Compound 15, 1.52 g) in methanol (46 mL) under a nitrogen atmosphere was added 5% palladium on carbon (1 g). Hydrogen gas was applied via balloon at atmospheric pressure. The reaction mixture was stirred vigorously for two hours and was subsequently filtered over Celite and rinsed with additional methanol. The mixture was concentrated under reduced pressure and purified by silica chromatography (5:95 methano...